This data is from the Open Reaction Database (ORD), a public repository of structured organic reaction records. The task is: describe an organic reaction: reactants, conditions, products, and yield The reactants are C(C)OC(CC1(CC1)C1=CC=C(C=C1)B1OC(C(O1)(C)C)(C)C)=O ({1-[4-(4,4,5,5-tetramethyl-[1,3,2]dioxaborolan-2-yl)-phenyl]-cyclopropyl}-acetic acid ethyl ester), BrC1=CC=C(C=C1)I (1-bromo-4-iodo-benzene). Yields the product C(C)OC(CC1(CC1)C1=CC=C(C=C1)C1=CC=C(C=C1)Br)=O ([1-(4′-Bromo-biphenyl-4-yl)-cyclopropyl]-acetic acid ethyl ester). As a reaction SMILES: [CH2:1]([O:3][C:4](=[O:24])[CH2:5][C:6]1([C:9]2[CH:14]=[CH:13][C:12](B3OC(C)(C)C(C)(C)O3)=[CH:11][CH:10]=2)[CH2:8][CH2:7]1)[CH3:2].[Br:25][C:26]1[CH:31]=[CH:30][C:29](I)=[CH:28][CH:27]=1>>[CH2:1]([O:3][C:4](=[O:24])[CH2:5][C:6]1([C:9]2[CH:10]=[CH:11][C:12]([C:29]3[CH:30]=[CH:31][C:26]([Br:25])=[CH:27][CH:28]=3)=[CH:13][CH:14]=2)[CH2:7][CH2:8]1)[CH3:2]. Reported procedure: Prepared according to the procedure described in Example 5, Step 2, using the following starting materials: {1-[4-(4,4,5,5-tetramethyl-[1,3,2]dioxaborolan-2-yl)-phenyl]-cyclopropyl}-acetic acid ethyl ester and 1-bromo-4-iodo-benzene. Reactants: C([O-])(O)=O.[Na+] (sodium bicarbonate), FC\1(CCN(C2=C(/C1=C/C(=O)O)C=CC=C2)C(=O)C2=C(N=C(S2)C2=CC=CC=C2)C)F ((Z)-[4,4-difluoro-1-(4-methyl-2-phenylthiazole-5-carbonyl)-2,3,4,5-tetrahydro-1H-1-benzoazepin-5-ylidene]acetic acid), ON1N=NC2=C1C=CC=C2 (1-hydroxybenzotriazole), Cl.C(C)N=C=NCCCN(C)C (1-ethyl-3-(3-dimethylaminopropyl)carbodiimide monohydrochloride), N1(CCNCC1)CCO (2-(piperazin-1-yl)ethanol). Solvent: O1CCCC1 (tetrahydrofuran). Run at time 18 hour. The product is Cl.FC\1(CCN(C2=C(/C1=C/C(=O)N1CCN(CC1)CCO)C=CC=C2)C(=O)C2=C(N=C(S2)C2=CC=CC=C2)C)F ((Z)-2-(4-{[4,4-difluoro-1-(4-methyl-2-phenylthiazole-5-carbonyl)-2,3,4,5-tetrahydro-1H-1-benzoazepin-5-ylidene]acetyl}piperazin-1-yl)ethanol monohydrochloride). Isolated yield 22.4%. Reaction SMILES: [F:1][C:2]1([F:31])[CH2:3][CH2:4][N:5]([C:17]([C:19]2[S:23][C:22]([C:24]3[CH:29]=[CH:28][CH:27]=[CH:26][CH:25]=3)=[N:21][C:20]=2[CH3:30])=[O:18])[C:6]2[CH:16]=[CH:15][CH:14]=[CH:13][C:7]=2/[C:8]/1=[CH:9]/[C:10]([OH:12])=O.ON1C2C=CC=CC=2N=N1.[ClH:42].C(N=C=NCCCN(C)C)C.[N:54]1([CH2:60][CH2:61][OH:62])[CH2:59][CH2:58][NH:57][CH2:56][CH2:55]1.C(=O)(O)[O-].[Na+]>O1CCCC1>[ClH:42].[F:31][C:2]1([F:1])[CH2:3][CH2:4][N:5]([C:17]([C:19]2[S:23][C:22]([C:24]3[CH:29]=[CH:28][CH:27]=[CH:26][CH:25]=3)=[N:21][C:20]=2[CH3:30])=[O:18])[C:6]2[CH:16]=[CH:15][CH:14]=[CH:13][C:7]=2/[C:8]/1=[CH:9]/[C:10]([N:57]1[CH2:58][CH2:59][N:54]([CH2:60][CH2:61][OH:62])[CH2:55][CH2:56]1)=[O:12] |f:2.3,5.6,8.9|. Procedure details: To a solution of 8.26 g of (Z)-[4,4-difluoro-1-(4-methyl-2-phenylthiazole-5-carbonyl)-2,3,4,5-tetrahydro-1H-1-benzoazepin-5-ylidene]acetic acid in 150 ml of tetrahydrofuran were added 2.79 g of 1-hydroxybenzotriazole, 5.40 g of 1-ethyl-3-(3-dimethylaminopropyl)carbodiimide monohydrochloride and 3.18 g of 2-(piperazin-1-yl)ethanol, and the mixture was stirred at room temperature for 18 hours. A saturated aqueous solution of sodium bicarbonate was added to the reaction solution, the mixture was ex... The reactants are C(C)OC(=O)C=1C(=NC2=CC=C(C=C2C1C1=CC=CC=C1)Cl)OC(C)C (6-chloro-2-isopropoxy-4-phenyl-quinoline-3-carboxylic acid ethyl ester), [OH-].[Na+] (NaOH), solid. Run in C(C)O (ethanol). The product is ClC=1C=C2C(=C(C(=NC2=CC1)OC(C)C)C(=O)O)C1=CC=CC=C1 (6-Chloro-2-isopropoxy-4-phenyl-quinoline-3-carboxylic acid). As a reaction SMILES: C([O:3][C:4]([C:6]1[C:7]([O:23][CH:24]([CH3:26])[CH3:25])=[N:8][C:9]2[C:14]([C:15]=1[C:16]1[CH:21]=[CH:20][CH:19]=[CH:18][CH:17]=1)=[CH:13][C:12]([Cl:22])=[CH:11][CH:10]=2)=[O:5])C.[OH-].[Na+]>C(O)C>[Cl:22][C:12]1[CH:13]=[C:14]2[C:9](=[CH:10][CH:11]=1)[N:8]=[C:7]([O:23][CH:24]([CH3:26])[CH3:25])[C:6]([C:4]([OH:5])=[O:3])=[C:15]2[C:16]1[CH:17]=[CH:18][CH:19]=[CH:20][CH:21]=1 |f:1.2|. Procedure details: The title compound was prepared in analogy to example 6 step B from a mixture of 6-chloro-2-isopropoxy-4-phenyl-quinoline-3-carboxylic acid ethyl ester and 1N NaOH in ethanol. Off white solid (17.2 mg, 47%). LC-MS: 342 (M+H)+.